From a dataset of the Open Reaction Database (ORD), a public repository of structured organic reaction records. describe an organic reaction: reactants, conditions, products, and yield Starting materials: [Cl-].[NH3+]C=1C=C2NC(C(NC2=CC1Cl)=O)=O (6-ammonio-7-chloro-2,3(1H,4H)-quinoxalinedione chloride), C1(=CC=CC=C1)C1(OC(CC1)(OC)C1=CC=CC=C1)OC (2,5-diphenyl-2,5-dimethoxytetrahydrofuran). Product: C1(=CC=CC=C1)C=1N(C(=CC1)C1=CC=CC=C1)C=1C=C2NC(C(NC2=CC1Cl)=O)=O (6-(2,5-Diphenyl-1-pyrrolyl)-7-chloro-2,3(1H,4H)-quinoxalinedione). As a reaction SMILES: [Cl-].[NH3+:2][C:3]1[CH:4]=[C:5]2[C:10](=[CH:11][C:12]=1[Cl:13])[NH:9][C:8](=[O:14])[C:7](=[O:15])[NH:6]2.[C:16]1([C:22]2(OC)[CH2:26][CH2:25][C:24]([C:29]3[CH:34]=[CH:33][CH:32]=[CH:31][CH:30]=3)(OC)O2)[CH:21]=[CH:20][CH:19]=[CH:18][CH:17]=1>>[C:16]1([C:22]2[N:2]([C:3]3[CH:4]=[C:5]4[C:10](=[CH:11][C:12]=3[Cl:13])[NH:9][C:8](=[O:14])[C:7](=[O:15])[NH:6]4)[C:24]([C:29]3[CH:30]=[CH:31][CH:32]=[CH:33][CH:34]=3)=[CH:25][CH:26]=2)[CH:21]=[CH:20][CH:19]=[CH:18][CH:17]=1 |f:0.1|. Reported procedure: 16.5 mmol of 6-ammonio-7-chloro-2,3(1H,4H)-quinoxalinedione chloride were reacted with 16.5 mmol of 2,5-diphenyl-2,5-dimethoxytetrahydrofuran by the method of Example 5d. Reactants: O[C@@H]1[C@H](NC=2C=3N(C=CC2C1=O)C=C(N3)C)C3=CC=CC=C3 ((8R,9R)-8-hydroxy-2-methyl-9-phenyl-7,8,9,10-tetrahydroimidazo[1,2-h][1,7]naphthyridin-7-one), [BH4-].[Na+] (sodium borohydride), O (water). Solvent: C[O-].[Na+] (sodium methoxide), CC(C)O (2-propanol), C[O-].[Na+] (sodium methoxide). Run at time 8 hour. Yields the product O[C@H]1[C@@H]([C@H](NC=2C=3N(C=CC12)C=C(N3)C)C3=CC=CC=C3)O ((7R,8R,9R)-7,8-Dihydroxy-2-methyl-9-phenyl-7,8,9,10-tetrahydroimidazo[1,2-h][1,7]naphthyridine). RXN SMILES: [OH:1][C@H:2]1[C:11](=[O:12])[C:10]2[CH:9]=[CH:8][N:7]3[CH:13]=[C:14]([CH3:16])[N:15]=[C:6]3[C:5]=2[NH:4][C@@H:3]1[C:17]1[CH:22]=[CH:21][CH:20]=[CH:19][CH:18]=1.[BH4-].[Na+].O>CC(O)C.C[O-].[Na+]>[OH:12][C@@H:11]1[C:10]2[CH:9]=[CH:8][N:7]3[CH:13]=[C:14]([CH3:16])[N:15]=[C:6]3[C:5]=2[NH:4][C@H:3]([C:17]2[CH:22]=[CH:21][CH:20]=[CH:19][CH:18]=2)[C@H:2]1[OH:1] |f:1.2,5.6|. Procedure: 6 g (20.5 mmol) of (8R,9R)-8-hydroxy-2-methyl-9-phenyl-7,8,9,10-tetrahydroimidazo[1,2-h][1,7]naphthyridin-7-one are suspended in 30 ml of 2-propanol and 2 ml of 0.3% strength methanolic sodium methoxide solution. 0.4 g (10.2 mmol) of sodium borohydride, dissolved in 5 ml of 0.3% methanolic sodium methoxide solution, is added dropwise at 10° C. in the course of 10 minutes. The reaction mixture (suspension) is stirred overnight at room temperature (a solution forms in the course of this). The reac...